This data is from the Open Reaction Database (ORD), a public repository of structured organic reaction records. The task is: describe an organic reaction: reactants, conditions, products, and yield The reactants are ClC(Cl)Cl, O=[Mn]=O, OCc1cc2n(n1)CCC2. Product: O=Cc1cc2n(n1)CCC2. As a reaction SMILES: [Cl:14][CH:15]([Cl:16])[Cl:17].[O:11]=[Mn:12]=[O:13].[n:1]1[n:2]2[c:3]([cH:4][c:5]1[CH2:6][OH:7])[CH2:8][CH2:9][CH2:10]2>>[n:1]1[n:2]2[c:3]([cH:4][c:5]1[CH:6]=[O:7])[CH2:8][CH2:9][CH2:10]2. Reactants: ClC(C(C(=O)OCC)=O)C1=CC(=CC=C1)Cl (ethyl 3-chloro-3-(m-chlorophenyl)pyruvate), C(C)(C)(C)NC(=O)N (tert-butyl urea). Yields the product CC(C)(C)NC=1OC(=C(N1)C(=O)OCC)C1=CC(=CC=C1)Cl (Ethyl 2-[(1,1-dimethylethyl)amino]-5-(3-chlorophenyl)-4-oxazolecarboxylate). Yield: 63.0%. RXN SMILES: Cl[CH:2]([C:10]1[CH:15]=[CH:14][CH:13]=[C:12]([Cl:16])[CH:11]=1)[C:3](=O)[C:4]([O:6][CH2:7][CH3:8])=[O:5].[C:17]([NH:21][C:22]([NH2:24])=[O:23])([CH3:20])([CH3:19])[CH3:18]>>[CH3:18][C:17]([NH:21][C:22]1[O:23][C:2]([C:10]2[CH:15]=[CH:14][CH:13]=[C:12]([Cl:16])[CH:11]=2)=[C:3]([C:4]([O:6][CH2:7][CH3:8])=[O:5])[N:24]=1)([CH3:20])[CH3:19]. Procedure details: A reaction vessel was charged with 6.5 g (25 mmol) of ethyl 3-chloro-3-(m-chlorophenyl)pyruvate and 2.9 g (25 mmol) of tert-butyl urea. The reaction mixture was heated at 105°-115° C. for 2 hours. The mixture was cooled to ambient temperature and 1.71 g of tert-butyl urea starting material was removed by crystallization in hexane-ethyl acetate solution. The remaining 10.16 g of a brown oil was subjected to Kugelrohr distillation (70°-80° C. @ 0.3 mm Hg) to yield 5.08 g of a gold viscous oil. Thi... Reactants: CN1CCCC1=O, CCN(C(C)C)C(C)C, COC(=O)C1(CI)CCCC1, CC(C)(C)OC(=O)NCC1CCNCC1, [Na+], O=C([O-])O. Product: COC(=O)C1(CN2CCC(CNC(=O)OC(C)(C)C)CC2)CCCC1. As a reaction SMILES: [CH3:36][N:37]1[CH2:38][CH2:39][CH2:40][C:41]1=[O:42].[CH:27]([N:28]([CH2:29][CH3:30])[CH:31]([CH3:32])[CH3:33])([CH3:34])[CH3:35].[I:1][CH2:2][C:3]1([C:8](=[O:9])[O:10][CH3:11])[CH2:4][CH2:5][CH2:6][CH2:7]1.[NH:12]1[CH2:13][CH2:14][CH:15]([CH2:18][NH:19][C:20]([O:21][C:22]([CH3:23])([CH3:24])[CH3:25])=[O:26])[CH2:16][CH2:17]1.[Na+:47].[O-:43][C:44]([OH:45])=[O:46]>>[CH2:2]([C:3]1([C:8](=[O:9])[O:10][CH3:11])[CH2:4][CH2:5][CH2:6][CH2:7]1)[N:12]1[CH2:13][CH2:14][CH:15]([CH2:18][NH:19][C:20]([O:21][C:22]([CH3:23])([CH3:24])[CH3:25])=[O:26])[CH2:16][CH2:17]1. The reactants are COC(C(C(=O)N1CCC(CC1)(CN1N=CN=C1)C1CCCCC1)CC1=CC=C(C=C1)F)=O (3-(4-cylcohexyl-4-[1,2,4]triazol-1-ylmethyl-piperidin-1-yl)-2-(4-fluorobenzyl)-3-oxo-propionic acid methyl ester), [Li+].[OH-] (LiOH). Solvent: C1CCOC1.O (THF H2O). Yields the product C1(CCCCC1)C1(CCN(CC1)C(C(C(=O)O)CC1=CC=C(C=C1)F)=O)CN1N=CN=C1 (3-(4-cylcohexyl-4-[1,2,4]triazol-1-ylmethyl-piperidin-1-yl)-2-(4-fluorobenzyl)-3-oxo-propionic acid). Reaction SMILES: C[O:2][C:3](=[O:33])[CH:4]([CH2:25][C:26]1[CH:31]=[CH:30][C:29]([F:32])=[CH:28][CH:27]=1)[C:5]([N:7]1[CH2:12][CH2:11][C:10]([CH:19]2[CH2:24][CH2:23][CH2:22][CH2:21][CH2:20]2)([CH2:13][N:14]2[CH:18]=[N:17][CH:16]=[N:15]2)[CH2:9][CH2:8]1)=[O:6].[Li+].[OH-]>C1COCC1.O>[CH:19]1([C:10]2([CH2:13][N:14]3[CH:18]=[N:17][CH:16]=[N:15]3)[CH2:11][CH2:12][N:7]([C:5](=[O:6])[CH:4]([CH2:25][C:26]3[CH:27]=[CH:28][C:29]([F:32])=[CH:30][CH:31]=3)[C:3]([OH:33])=[O:2])[CH2:8][CH2:9]2)[CH2:20][CH2:21][CH2:22][CH2:23][CH2:24]1 |f:1.2,3.4|. Reported procedure: To a solution of 3-(4-cylcohexyl-4-[1,2,4]triazol-1-ylmethyl-piperidin-1-yl)-2-(4-fluorobenzyl)-3-oxo-propionic acid methyl ester, 57, (456 mg, 1 mmol) in THF/H2O (2:1) at RT is added LiOH (1.5 equiv.). The reaction is stirred at RT until the starting material is consumed. The solvent is removed in vacuo, and the residue is purified by reverse phase HPLC to provide the desired product. The reactants are NC1=CC=C2C(=N1)N=C(N2)CCC (5-amino-2-propylimidazo[4,5-b]pyridine), C1(=CC=CC=C1)C(N1N=NN=C1C1=CC=CC=C1C1=CC=C(C=C1)CBr)(C1=CC=CC=C1)C1=CC=CC=C1 (N-triphenylmethyl-5-(4'-bromomethylbiphen-2-yl)tetrazole), [H-].[Na+] (NaH). Yields the product NC1=CC=C2C(=N1)N(C(=N2)CCC)CC2=CC=C(C=C2)C2=C(C=CC=C2)C2=NN=NN2C(C2=CC=CC=C2)(C2=CC=CC=C2)C2=CC=CC=C2 (5-amino-2-propyl-3-(2'-(N-triphenylmethyltetrazol-5-yl)biphen-4-yl)methyl-3H-imidazo[4,5-b]pyridine). Reaction SMILES: [NH2:1][C:2]1[N:7]=[C:6]2[N:8]=[C:9]([CH2:11][CH2:12][CH3:13])[NH:10][C:5]2=[CH:4][CH:3]=1.[C:14]1([C:20]([C:46]2[CH:51]=[CH:50][CH:49]=[CH:48][CH:47]=2)([C:40]2[CH:45]=[CH:44][CH:43]=[CH:42][CH:41]=2)[N:21]2[C:25]([C:26]3[C:31]([C:32]4[CH:37]=[CH:36][C:35]([CH2:38]Br)=[CH:34][CH:33]=4)=[CH:30][CH:29]=[CH:28][CH:27]=3)=[N:24][N:23]=[N:22]2)[CH:19]=[CH:18][CH:17]=[CH:16][CH:15]=1.[H-].[Na+]>>[NH2:1][C:2]1[N:7]=[C:6]2[N:8]([CH2:38][C:35]3[CH:34]=[CH:33][C:32]([C:31]4[CH:30]=[CH:29][CH:28]=[CH:27][C:26]=4[C:25]4[N:21]([C:20]([C:46]5[CH:51]=[CH:50][CH:49]=[CH:48][CH:47]=5)([C:40]5[CH:41]=[CH:42][CH:43]=[CH:44][CH:45]=5)[C:14]5[CH:19]=[CH:18][CH:17]=[CH:16][CH:15]=5)[N:22]=[N:23][N:24]=4)=[CH:37][CH:36]=3)[C:9]([CH2:11][CH2:12][CH3:13])=[N:10][C:5]2=[CH:4][CH:3]=1 |f:2.3|. Reported procedure: 5-amino-2-propyl-3-(2'-(N-triphenylmethyltetrazol-5-yl)biphen-4-yl)methyl-3H-imidazo[4,5-b]pyridine was prepared according to the procedure described in Example 7, Part A from 5-amino-2-propylimidazo[4,5-b]pyridine (130 mg, 0.80 mmol), N-triphenylmethyl-5-(4'-bromomethylbiphen-2-yl)tetrazole (445 mg, 0.800 mmol), and NaH (2.4 mmol). The reactants are CN1C(NC(C=2C1=NOC2)=O)=O (7-methyl-5H,7H-isoxazolo[3,4-d]pyrimidine-4,6-dione), C([O-])([O-])=O.[K+].[K+] (potassium carbonate), C(C)I (ethyl iodide). The solvent is CN(C=O)C (dimethylformamide). Product: C(C)N1C(N(C=2C(C1=O)=CON2)C)=O (5-Ethyl-7-methyl-5H,7H-isoxazolo[3,4-d]pyrimidine-4,6-dione). RXN SMILES: [CH3:1][N:2]1[C:7]2=[N:8][O:9][CH:10]=[C:6]2[C:5](=[O:11])[NH:4][C:3]1=[O:12].C(=O)([O-])[O-].[K+].[K+].[CH2:19](I)[CH3:20]>CN(C)C=O>[CH2:19]([N:4]1[C:5](=[O:11])[C:6]2=[CH:10][O:9][N:8]=[C:7]2[N:2]([CH3:1])[C:3]1=[O:12])[CH3:20] |f:1.2.3|. Procedure: In 50 ml of dimethylformamide is dissolved 2 g of the 7-methyl-5H,7H-isoxazolo[3,4-d]pyrimidine-4,6-dione obtained in Example 19, followed by addition of 1.6 g of potassium carbonate and 2 ml of ethyl iodide. Then, the reaction and after-treatment are carried out in the same manner as Example 23 to obtain 0.9 g of the captioned compound as colorless crystals. melting point: 87°-88° C. Starting materials: [Si](C1=CC=CC=C1)(C1=CC=CC=C1)(C(C)(C)C)OC[C@@H]1C[C@@H](OC(O1)(C)C)CC(=O)OC(C)(C)C (tert-butyl [(4R,6S)-6-[(tert-butyldiphenylsilyloxy)methyl]-2,2-dimethyl-1,3-dioxane-4-yl]acetate), solution, [F-].C(CCC)[N+](CCCC)(CCCC)CCCC (tetrabutylammonium fluoride). Run in O1CCCC1 (tetrahydrofuran), O1CCCC1 (tetrahydrofuran). Run at temperature -15 celsius. The product is OC[C@@H]1C[C@@H](OC(O1)(C)C)CC(=O)OC(C)(C)C (tert-butyl [(4R,6S)-6-(hydroxymethyl)-2,2-dimethyl-1,3-dioxane-4-yl]acetate). Isolated yield 87.0%. RXN SMILES: [Si]([O:18][CH2:19][C@H:20]1[O:25][C:24]([CH3:27])([CH3:26])[O:23][C@@H:22]([CH2:28][C:29]([O:31][C:32]([CH3:35])([CH3:34])[CH3:33])=[O:30])[CH2:21]1)(C(C)(C)C)(C1C=CC=CC=1)C1C=CC=CC=1.[F-].C([N+](CCCC)(CCCC)CCCC)CCC>O1CCCC1>[OH:18][CH2:19][C@H:20]1[O:25][C:24]([CH3:26])([CH3:27])[O:23][C@@H:22]([CH2:28][C:29]([O:31][C:32]([CH3:35])([CH3:34])[CH3:33])=[O:30])[CH2:21]1 |f:1.2|. Reported procedure: To a solution of 100 ml of anhydrous tetrahydrofuran containing 12.13 g (0.0243 mol) of tert-butyl [(4R,6S)-6-[(tert-butyldiphenylsilyloxy)methyl]-2,2-dimethyl-1,3-dioxane-4-yl]acetate was added 26.75 ml (0.0268 mol) of the 1 M solution of tetrabutylammonium fluoride in tetrahydrofuran with stirring at -15° C. and reacted for 2.5 hours at 0° to 5° C. The reaction solution was subjected to 120 g of silica gel column chromatography and eluted with ethyl acetate, and the eluate was collected and di...